The task is: describe an organic reaction: reactants, conditions, products, and yield. This data is from the Open Reaction Database (ORD), a public repository of structured organic reaction records. Reactants: OC1=C2C(C(OC2=CC=C1)=C(C)C)=O (4-hydroxy-2-isopropylidenecoumaran-3-one), C([O-])([O-])=O.[K+].[K+] (potassium carbonate), ClCC#CCCl (1,4-dichloro-but-2-yne). The solvent is CN(C=O)C (dimethylformamide). Reaction conditions: temperature 50 celsius. The product is ClCC#CCOC1=C2C(C(OC2=CC=C1)=C(C)C)=O (4-(4-chloro-but-2-ynoxy)-2-isopropylidenecoumaran-3-one). RXN SMILES: [OH:1][C:2]1[CH:10]=[CH:9][CH:8]=[C:7]2[C:3]=1[C:4](=[O:14])[C:5](=[C:11]([CH3:13])[CH3:12])[O:6]2.C(=O)([O-])[O-].[K+].[K+].[Cl:21][CH2:22][C:23]#[C:24][CH2:25]Cl>CN(C)C=O>[Cl:21][CH2:22][C:23]#[C:24][CH2:25][O:1][C:2]1[CH:10]=[CH:9][CH:8]=[C:7]2[C:3]=1[C:4](=[O:14])[C:5](=[C:11]([CH3:12])[CH3:13])[O:6]2 |f:1.2.3|. Procedure: A mixture of 5.0 g 4-hydroxy-2-isopropylidenecoumaran-3-one, 4.6 g potassium carbonate, 3.3 ml 1,4-dichloro-but-2-yne and 100 ml dimethylformamide is warmed to 50° C. for 3 hours, then evaporated, mixed with water and extracted with dichloromethane. After evaporation of the extract, the residue (9.2 g) is purified by silica gel chromatography (eluent isohexane/ethyl acetate 9:1) to give 2.2 g of the desired intermediate. Starting materials: CCO, CCC1(c2cccc([N+](=O)[O-])c2)C(=O)NC(=O)NC1=O. As a reaction SMILES: [CH3:21][CH2:22][OH:23].[N+:1]([O-:2])(=[O:3])[c:4]1[cH:5][c:6]([C:10]2([CH2:19][CH3:20])[C:11](=[O:18])[NH:12][C:13](=[O:17])[NH:14][C:15]2=[O:16])[cH:7][cH:8][cH:9]1>>[NH2:1][c:4]1[cH:5][c:6]([C:10]2([CH2:19][CH3:20])[C:11](=[O:18])[NH:12][C:13](=[O:17])[NH:14][C:15]2=[O:16])[cH:7][cH:8][cH:9]1. Yields the product CCC1(c2cccc(N)c2)C(=O)NC(=O)NC1=O. Procedure: In place of piperidine of Example 4, there was used methylamine as the amine reactant. Ca. 70% of cyclohexene was converted to methyl-di-(cyclohexylmethyl)-amine. N-formyl derivative of N-(cyclohexylmethyl)-methylamine was also isolated as a further product. The reactants are amine, C1=CCCCC1 (cyclohexene), C(C1CCCCC1)N1CCCCC1 (N-hexahydrobenzylpiperidine), CN (methylamine), CN(CC1CCCCC1)CC1CCCCC1 (methyl-di-(cyclohexylmethyl)-amine). The product is N-formyl, C1(CCCCC1)CNC (N-(cyclohexylmethyl)-methylamine). RXN SMILES: [CH2:1]([N:8]1CCCC[CH2:9]1)[CH:2]1[CH2:7][CH2:6][CH2:5][CH2:4][CH2:3]1.CN.C1CCCCC=1.CN(CC1CCCCC1)CC1CCCCC1>>[CH:2]1([CH2:1][NH:8][CH3:9])[CH2:7][CH2:6][CH2:5][CH2:4][CH2:3]1.